This data is from the Open Reaction Database (ORD), a public repository of structured organic reaction records. The task is: describe an organic reaction: reactants, conditions, products, and yield As a reaction SMILES: Br[C:2]1[CH:7]=[CH:6][C:5]([O:8][CH3:9])=[CH:4][CH:3]=1.C([Li])CCC.[C:15]([O:19][C:20]([N:22]1[CH2:25][CH:24]([CH:26]=[O:27])[CH2:23]1)=[O:21])([CH3:18])([CH3:17])[CH3:16]>CCCCCCC.C1COCC1>[C:15]([O:19][C:20]([N:22]1[CH2:25][CH:24]([CH:26]([OH:27])[C:2]2[CH:7]=[CH:6][C:5]([O:8][CH3:9])=[CH:4][CH:3]=2)[CH2:23]1)=[O:21])([CH3:18])([CH3:17])[CH3:16]. Product: C(C)(C)(C)OC(=O)N1CC(C1)C(C1=CC=C(C=C1)OC)O (3-[Hydroxy-(4-methoxy-phenyl)-methyl]azetidine-1-carboxylic acid tert-butyl ester). Conditions: time 30 minute. Procedure details: To 2.2 g (11.8 mmol) 4-bromoanisole in 30 mL dry heptane under nitrogen was added 8.02 mL (1.6 M in hexane, 12.83 mmol) n-butyl lithium dropwise, and the mixture was stirred at room temperature for 30 minutes. The solution was then cooled to −78° C. and a solution of 2.0 g (10.7 mmol) 3-formyl-azetidine-1-carboxylic acid tert-butyl ester (route 18, step a) in 30 mL dry THF was added. The resultant mixture was allowed to warm to room temperature, quenched with 50 mL 1 M sodium bicarbonate and ext... Solvent: CCCCCCC (heptane), C1CCOC1 (THF). The reactants are BrC1=CC=C(C=C1)OC (4-bromoanisole), C(CCC)[Li] (n-butyl lithium), C(C)(C)(C)OC(=O)N1CC(C1)C=O (3-formyl-azetidine-1-carboxylic acid tert-butyl ester), resultant mixture.